This data is from the Open Reaction Database (ORD), a public repository of structured organic reaction records. The task is: describe an organic reaction: reactants, conditions, products, and yield Starting materials: amine, C(C1=CC=CC=C1)N(CCNC(=O)[C@]12[C@@H]([C@H]3CC[C@@H]4[C@]5(CC=C(C([C@@H]5CC[C@]4([C@@]3(CC1)C)C)(C)C)C1=CC=C(C(=O)O)C=C1)C)[C@@H](CC2)C(=C)C)CC(=O)O (4-((1R,3aS,5aR,5bR,7aR,11aS,11bR,13aR,13bR)-3a-(2-(benzyl(carboxymethyl)amino)ethylcarbamoyl)-5a,5b,8,8,11a-pentamethyl-1-(prop-1-en-2-yl)-2,3,3a,4,5,5a,5b,6,7,7a,8,11,11a,11b,12,13,13a,13b-octadecahydro-1H-cyclopenta[a]chrysen-9-yl)benzoic acid), C1(=CC=CC=C1)NCCN (N1-phenylethane-1,2-diamine). The product is C(=O)(O)CN(CCNC(=O)[C@]12[C@@H]([C@H]3CC[C@@H]4[C@]5(CC=C(C([C@@H]5CC[C@]4([C@@]3(CC1)C)C)(C)C)C1=CC=C(C(=O)O)C=C1)C)[C@@H](CC2)C(=C)C)C2=CC=CC=C2 (4-((1R,3aS,5aR,5bR,7aR,11aS,11bR,13aR,13bR)-3a-(2-((carboxymethyl)(phenyl)amino)ethylcarbamoyl)-5a,5b,8,8,11a-pentamethyl-1-(prop-1-en-2-yl)-2,3,3a,4,5,5a,5b,6,7,7a,8,11,11a,11b,12,13,13a,13b-octadecahydro-1H-cyclopenta[a]chrysen-9-yl)benzoic acid), solid. The yield is 9.0%. Reaction SMILES: C(N(CC(O)=O)CCN[C:12]([C@:14]12[CH2:48][CH2:47][C@@H:46]([C:49]([CH3:51])=[CH2:50])[C@@H:15]1[C@@H:16]1[C@@:29]([CH3:32])([CH2:30][CH2:31]2)[C@@:28]2([CH3:33])[C@@H:19]([C@:20]3([CH3:45])[C@@H:25]([CH2:26][CH2:27]2)[C:24]([CH3:35])([CH3:34])[C:23]([C:36]2[CH:44]=[CH:43][C:39]([C:40]([OH:42])=[O:41])=[CH:38][CH:37]=2)=[CH:22][CH2:21]3)[CH2:18][CH2:17]1)=[O:13])C1C=CC=CC=1.[C:56]1([NH:62][CH2:63][CH2:64][NH2:65])[CH:61]=[CH:60][CH:59]=[CH:58][CH:57]=1>>[C:40]([CH2:39][N:62]([C:56]1[CH:61]=[CH:60][CH:59]=[CH:58][CH:57]=1)[CH2:63][CH2:64][NH:65][C:12]([C@:14]12[CH2:48][CH2:47][C@@H:46]([C:49]([CH3:51])=[CH2:50])[C@@H:15]1[C@@H:16]1[C@@:29]([CH3:32])([CH2:30][CH2:31]2)[C@@:28]2([CH3:33])[C@@H:19]([C@:20]3([CH3:45])[C@@H:25]([CH2:26][CH2:27]2)[C:24]([CH3:35])([CH3:34])[C:23]([C:36]2[CH:44]=[CH:43][C:39]([C:40]([OH:42])=[O:41])=[CH:38][CH:37]=2)=[CH:22][CH2:21]3)[CH2:18][CH2:17]1)=[O:13])([OH:42])=[O:41]. Procedure: The title compound was prepared following the method described above for the preparation of 4-((1R,3aS,5aR,5bR,7aR,11aS,11bR,13aR,13bR)-3a-(2-(benzyl(carboxymethyl)amino)ethylcarbamoyl)-5a,5b,8,8,11a-pentamethyl-1-(prop-1-en-2-yl)-2,3,3a,4,5,5a,5b,6,7,7a,8,11,11a,11b,12,13,13a,13b-octadecahydro-1H-cyclopenta[a]chrysen-9-yl)benzoic acid (example 89) using N1-phenylethane-1,2-diamine as amine. The product was isolated as a white solid (0.9 mg, 9%). LCMS: m/e 735.5 (M+H)+, 1.80 min (method 1). 1H N...